describe an organic reaction: reactants, conditions, products, and yield From a dataset of the Open Reaction Database (ORD), a public repository of structured organic reaction records. The reactants are N=C(c1ccccc1)c1ccccc1, CC(C)(C)P(c1ccccc1-c1ccccc1)C(C)(C)C, CN1CCC(NCCc2cccc(Cl)c2F)CC1, CC(C)(C)[O-], Cc1ccccc1, CO, Cl, [Na+]. The product is CN1CCC(NCCc2cccc(N)c2F)CC1. Reaction SMILES: [C:19]([c:20]1[cH:21][cH:22][cH:23][cH:24][cH:25]1)([c:26]1[cH:27][cH:28][cH:29][cH:30][cH:31]1)=[NH:32].[C:33]([P:34]([C:35]([CH3:36])([CH3:37])[CH3:38])[c:39]1[cH:40][cH:41][cH:42][cH:43][c:44]1-[c:45]1[cH:46][cH:47][cH:48][cH:49][cH:50]1)([CH3:51])([CH3:52])[CH3:53].[CH3:1][N:2]1[CH2:3][CH2:4][CH:5]([NH:8][CH2:9][CH2:10][c:11]2[c:12]([F:18])[c:13]([Cl:17])[cH:14][cH:15][cH:16]2)[CH2:6][CH2:7]1.[CH3:54][C:55]([CH3:56])([O-:57])[CH3:58].[CH3:61][c:62]1[cH:63][cH:64][cH:65][cH:66][cH:67]1.[CH3:68][OH:69].[ClH:60].[Na+:59]>>[CH3:1][N:2]1[CH2:3][CH2:4][CH:5]([NH:8][CH2:9][CH2:10][c:11]2[c:12]([F:18])[c:13]([NH2:32])[cH:14][cH:15][cH:16]2)[CH2:6][CH2:7]1. Starting materials: NC1=CC(N(C(N1C)=O)C)=O (6-amino-N,N'-dimethyluracil), [N+](=O)([O-])C=1C=C(C=O)C=CC1 (3-nitrobenzaldehyde), C(CC(=O)C)(=O)OC (methyl acetoacetate). Run in C(C)(=O)O (acetic acid). Yields the product CN1C(N(C(C2=C1NC(=C(C2C2=CC(=CC=C2)[N+](=O)[O-])C(=O)OC)C)=O)C)=O (Methyl 5,8-Dihydro-1,3,7-trimethyl-5-(3-nitrophenyl)-2,4-dioxopyrido[2,3-d]pyrimidine-6-carboxylate). The yield is 13.6%. Reaction SMILES: [NH2:1][C:2]1[N:7]([CH3:8])[C:6](=[O:9])[N:5]([CH3:10])[C:4](=[O:11])[CH:3]=1.[N+:12]([C:15]1[CH:16]=[C:17]([CH:20]=[CH:21][CH:22]=1)[CH:18]=O)([O-:14])=[O:13].[C:23]([O:29][CH3:30])(=[O:28])[CH2:24][C:25]([CH3:27])=O>C(O)(=O)C>[CH3:8][N:7]1[C:2]2[NH:1][C:25]([CH3:27])=[C:24]([C:23]([O:29][CH3:30])=[O:28])[CH:18]([C:17]3[CH:20]=[CH:21][CH:22]=[C:15]([N+:12]([O-:14])=[O:13])[CH:16]=3)[C:3]=2[C:4](=[O:11])[N:5]([CH3:10])[C:6]1=[O:9]. Procedure details: A mixture of 6-amino-N,N'-dimethyluracil (3.1 g,20 mM),3-nitrobenzaldehyde (3 g,20 mM), and methyl acetoacetate (2.3 g, 1.4 ml, 20 mM) in glacial acetic acid (10 ml) was stirred under N2 at reflux for 3 hours, cooled to ambient, light yellow solid which was filtered and rinsed with acetone to give the title compound (1.04 g,13.5%),mp >230° C. Starting materials: [Al+3], [H-], [H-], [H-], [H-], [Li+], Nc1c2c(nc3cc(F)ccc13)CCCC2=O, C1CCOC1. Product: Nc1c2c(nc3cc(F)ccc13)CCCC2O. Reaction SMILES: [Al+3:19].[H-:18].[H-:21].[H-:22].[H-:23].[Li+:20].[NH2:1][c:2]1[c:3]2[cH:4][cH:5][c:6]([F:17])[cH:7][c:8]2[n:9][c:10]2[c:15]1[C:14](=[O:16])[CH2:13][CH2:12][CH2:11]2.[O:24]1[CH2:25][CH2:26][CH2:27][CH2:28]1>>[NH2:1][c:2]1[c:3]2[cH:4][cH:5][c:6]([F:17])[cH:7][c:8]2[n:9][c:10]2[c:15]1[CH:14]([OH:16])[CH2:13][CH2:12][CH2:11]2.